Dataset: the Open Reaction Database (ORD), a public repository of structured organic reaction records. Task: describe an organic reaction: reactants, conditions, products, and yield The reactants are N1(CCCC1)CCCOC1=CC=C(C=C1)C1(CCOCC1)C#N (4-[4-(3-pyrrolidin-1-ylpropoxy)phenyl]tetrahydro-2H-pyran-4-carbonitrile), ClCCCN1CCC(CC1)O (1-(3-chloro-propyl)-piperidin-4-ol), C(=O)([O-])[O-].[K+].[K+] (K2CO3). Run in CN(C)C=O (DMF). The product is OC1CCN(CC1)CCCOC1=CC=C(C=C1)C1(CCOCC1)C#N (4-{4-[3-(4-Hydroxypiperidin-1-yl)propoxy]phenyl}tetrahydro-pyran-4-carbonitrile). Yield: 60.9%. As a reaction SMILES: N1(CCC[O:9][C:10]2[CH:15]=[CH:14][C:13]([C:16]3([C:22]#[N:23])[CH2:21][CH2:20][O:19][CH2:18][CH2:17]3)=[CH:12][CH:11]=2)CCCC1.Cl[CH2:25][CH2:26][CH2:27][N:28]1[CH2:33][CH2:32][CH:31]([OH:34])[CH2:30][CH2:29]1.C([O-])([O-])=O.[K+].[K+]>CN(C=O)C>[OH:34][CH:31]1[CH2:32][CH2:33][N:28]([CH2:27][CH2:26][CH2:25][O:9][C:10]2[CH:15]=[CH:14][C:13]([C:16]3([C:22]#[N:23])[CH2:21][CH2:20][O:19][CH2:18][CH2:17]3)=[CH:12][CH:11]=2)[CH2:29][CH2:30]1 |f:2.3.4|. Procedure details: 4-[4-(3-pyrrolidin-1-ylpropoxy)phenyl]tetrahydro-2H-pyran-4-carbonitrile (533 mg, 2.62 mmol), 1-(3-chloro-propyl)-piperidin-4-ol (750 mg, 4.22 mmol), DMF (10 ml) and K2CO3 (1.44 g, 10.42 mmol) were reacted together according to general procedure E. Purification by chromatography on silica, eluant DCM:MeOH:NH3 (92:6:2) provided the title compound (550 mg, 61%) as an off white solid. 1H NMR (400 MHz, CDCl3), δ 7.38 (d, 2H), 6.93 (d, 2H), 4.13-4.04 (m, 2H), 4.02 (t, 2H), 3.89 (td, 2H), 3.70 (m, 1H)... The solvent is C(C)O (ethanol), O (water), C(C)O (ethanol). Reaction SMILES: [NH2:1][C@H:2]([C:4]([N:6]([CH:12]1[CH2:20][C:19]2[C:14](=[CH:15][CH:16]=[CH:17][CH:18]=2)[CH2:13]1)[CH2:7][CH2:8][C:9]([OH:11])=[O:10])=[O:5])[CH3:3].O=[C:22]([CH2:28][CH2:29][C:30]1[CH:35]=[CH:34][CH:33]=[CH:32][CH:31]=1)[C:23]([O:25][CH2:26][CH3:27])=[O:24].C([BH3-])#N.[Na+].[ClH:40]>O.C(O)C>[ClH:40].[CH2:26]([O:25][C:23]([CH:22]([NH:1][C@H:2]([C:4]([N:6]([CH:12]1[CH2:20][C:19]2[C:14](=[CH:15][CH:16]=[CH:17][CH:18]=2)[CH2:13]1)[CH2:7][CH2:8][C:9]([OH:11])=[O:10])=[O:5])[CH3:3])[CH2:28][CH2:29][C:30]1[CH:31]=[CH:32][CH:33]=[CH:34][CH:35]=1)=[O:24])[CH3:27] |f:2.3,7.8|. Reactants: C(#N)[BH3-].[Na+] (sodium cyanoborohydride), N[C@@H](C)C(=O)N(CCC(=O)O)C1CC2=CC=CC=C2C1 (L-Alanyl-N-(indan-2-yl)-β-alanine), O=C(C(=O)OCC)CCC1=CC=CC=C1 (ethyl 2-oxo-4-phenylbutyrate), Cl (hydrochloric acid). Product: Cl.C(C)OC(=O)C(CCC1=CC=CC=C1)N[C@@H](C)C(=O)N(CCC(=O)O)C1CC2=CC=CC=C2C1 (N-(1-ethoxycarbonyl-3-phenylpropyl)-L-alanyl-N-(indan-2-yl)-β-alanine hydrochloride). Run at time 3 hour. Procedure: L-Alanyl-N-(indan-2-yl)-β-alanine (2.0 g) is dissolved in a mixture of 20 ml of water and 100 ml of ethanol, 10 g of ethyl 2-oxo-4-phenylbutyrate is added, and a solution of 0.94 g of sodium cyanoborohydride in 20 ml of ethanol is added dropwise over 2 hours. The mixture is stirred at room temperature for 3 hours and then adjusted to pH 4.0 with 10% hydrochloric acid, and the ethanol is distilled off under reduced pressure. The residue is extracted with 200 ml of ethyl acetate, washed with water...